The task is: describe an organic reaction: reactants, conditions, products, and yield. This data is from the Open Reaction Database (ORD), a public repository of structured organic reaction records. Starting materials: CCOC=C(C#N)C(=O)NC(=O)OCC, Cc1ccccc1N, CCO. Yields the product CCOC(=O)NC(=O)C(C#N)=CNc1ccccc1C. RXN SMILES: [C:1](#[N:2])[C:3]([C:4](=[O:5])[NH:6][C:7](=[O:8])[O:9][CH2:10][CH3:11])=[CH:12][O:13][CH2:14][CH3:15].[CH3:16][c:17]1[c:18]([NH2:19])[cH:20][cH:21][cH:22][cH:23]1.[CH3:24][CH2:25][OH:26]>>[C:1](#[N:2])[C:3]([C:4](=[O:5])[NH:6][C:7](=[O:8])[O:9][CH2:10][CH3:11])=[CH:12][NH:19][c:18]1[c:17]([CH3:16])[cH:23][cH:22][cH:21][cH:20]1. Reactants: C1(=CC=CC=C1)P(C1=CC=CC=C1)C1=CC=CC=C1 (triphenylphosphine), C(Br)(Br)(Br)Br (carbontetrabromide), O=CCC1N(CCC1)C(=O)OC(C)(C)C (tert-butyl 2-(2-oxoethyl)pyrrolidine-1-carboxylate). The solvent is ClCCl (dichloromethane), petroleum ether, ClCCl (dichloromethane), ClCCl (dichloromethane). Conditions: temperature -15 celsius, time 20 minute. Product: BrC(=CCC1N(CCC1)C(=O)OC(C)(C)C)Br (tert-butyl 2-(3,3-dibromoprop-2-en-1-yl)pyrrolidine-1-carboxylate). As a reaction SMILES: C1(P(C2C=CC=CC=2)C2C=CC=CC=2)C=CC=CC=1.[C:20]([Br:24])(Br)(Br)[Br:21].O=[CH:26][CH2:27][CH:28]1[CH2:32][CH2:31][CH2:30][N:29]1[C:33]([O:35][C:36]([CH3:39])([CH3:38])[CH3:37])=[O:34]>ClCCl>[Br:21][C:20]([Br:24])=[CH:26][CH2:27][CH:28]1[CH2:32][CH2:31][CH2:30][N:29]1[C:33]([O:35][C:36]([CH3:37])([CH3:39])[CH3:38])=[O:34]. Procedure details: Into a 10 L 3-necked roundbottom flask purged and maintained with an inert atmosphere of nitrogen, was placed a solution of triphenylphosphine (516.6 g, 1.970 mol) in dichloromethane (2,000 ml). The solution was cooled to −15° C. and a solution of carbontetrabromide (327.3 g, 985.8 mmol) in dichloromethane (1,000 ml) was added over a period of 120 minutes. Then a solution of tert-butyl 2-(2-oxoethyl)pyrrolidine-1-carboxylate (105 g, 493 mmol) in dichloromethane (1,000 ml) was added dropwise over... As a reaction SMILES: [F:1][C:2]([F:10])([F:9])[CH:3]([NH:5][CH2:6][CH2:7][OH:8])[CH3:4].C(N(C(C)C)CC)(C)C.[Si:20](Cl)([C:23]([CH3:26])([CH3:25])[CH3:24])([CH3:22])[CH3:21].O>ClCCl>[Si:20]([O:8][CH2:7][CH2:6][NH:5][CH:3]([CH3:4])[C:2]([F:10])([F:9])[F:1])([C:23]([CH3:26])([CH3:25])[CH3:24])([CH3:22])[CH3:21]. Procedure details: To a stirred solution of 2-(1,1,1-trifluoropropan-2-ylamino)ethanol (40) (5.50 g, 35.0 mmol, Eq: 1.00) in dichloromethane (100 ml) were added diisopropylethylamine (6.33 g, 8.56 ml, 49.0 mmol, Eq: 1.4) followed by tert-butyldimethylsilyl chloride (5.8 g, 38.5 mmol, Eq: 1.1) at room temperature under a nitrogen atmosphere. The resulting solution was stirred for 16 hrs and then it was poured into water (100 ml) and the organic layer was separated, washed with brine, dried (MgSO4), concentrated, an... Starting materials: FC(C(C)NCCO)(F)F (2-(1,1,1-trifluoropropan-2-ylamino)ethanol), C(C)(C)N(CC)C(C)C (diisopropylethylamine), O (water), [Si](C)(C)(C(C)(C)C)Cl (tert-butyldimethylsilyl chloride). Reaction conditions: time 16 hour. Yield: 37.1%. Solvent: ClCCl (dichloromethane). Product: [Si](C)(C)(C(C)(C)C)OCCNC(C(F)(F)F)C (N-(2-(tert-butyldimethylsilyloxy)ethyl)-1,1,1-trifluoropropan-2-amine). Starting materials: 492, CNC(CC(=O)C)=O (N-methylacetoacetamide), ClCl (chlorine). Yields the product CNC(C(C(=O)C)Cl)=O (N-methyl-α-chloracetoacetamide). The yield is 97.4%. As a reaction SMILES: [CH3:1][NH:2][C:3](=[O:8])[CH2:4][C:5]([CH3:7])=[O:6].[Cl:9]Cl>>[CH3:1][NH:2][C:3](=[O:8])[CH:4]([Cl:9])[C:5]([CH3:7])=[O:6]. Procedure details: Altogether, the aqueous phase was subjected to chlorination five times. A total of 492 parts by weight of N-methylacetoacetamide (MMAA) of 99.5% strength, and 283.5 parts by weight of chlorine were used, and altogether 588.6 parts by weight of 97.4% N-methyl-α-chloracetoacetamide (MMCAA) were obtained, that is, 96.8% of the theoretical yield, calculated on reacted MMAA. Reactants: IC1=CC=C(C=C1)N1C2CN(C(C1)C2)C(=O)OC(C)(C)C (tert-butyl 5-(4-iodophenyl)-2,5-diazabicyclo[2.2.1]heptane-2-carboxylate), O1CCOCC1.Cl (hydrogen chloride dioxane). The solvent is O1CCOCC1 (dioxane). Run at time 2 hour. Product: Cl.IC1=CC=C(C=C1)N1C2CNC(C1)C2 (5-(4-iodophenyl) -2,5-diazabicyclo[2.2.1]heptane hydrochloride). The yield is 96.2%. RXN SMILES: [I:1][C:2]1[CH:7]=[CH:6][C:5]([N:8]2[CH2:13][CH:12]3[CH2:14][CH:9]2[CH2:10][N:11]3C(OC(C)(C)C)=O)=[CH:4][CH:3]=1.O1CCOCC1.[ClH:28]>O1CCOCC1>[ClH:28].[I:1][C:2]1[CH:3]=[CH:4][C:5]([N:8]2[CH2:13][CH:12]3[CH2:14][CH:9]2[CH2:10][NH:11]3)=[CH:6][CH:7]=1 |f:1.2,4.5|. Procedure details: To a solution of tert-butyl 5-(4-iodophenyl)-2,5-diazabicyclo[2.2.1]heptane-2-carboxylate (335 mg, 0.84 mmol) in anhydrous dioxane (3 ml) was added 4M-hydrogen chloride dioxane solution (4 ml, 16 mmol). After stirring at room temperature for 2 hrs, the mixture was concentrated under reduced pressure, dichloromethane was added and the mixture was concentrated again. The residue was washed with diethyl ether and dichloromethane, and dried to give 5-(4-iodophenyl) -2,5-diazabicyclo[2.2.1]heptane hy... As a reaction SMILES: [BH3:23].[Br:1][c:2]1[c:3]([O:13][CH3:14])[cH:4][c:5]([C:6](=[O:7])[OH:8])[cH:9][c:10]1[O:11][CH3:12].[CH2:15]1[O:16][CH2:17][CH2:18][CH2:19]1.[CH3:20][S:21][CH3:22].[OH2:24]>>[Br:1][c:2]1[c:3]([O:13][CH3:14])[cH:4][c:5]([CH2:6][OH:7])[cH:9][c:10]1[O:11][CH3:12]. The product is COc1cc(CO)cc(OC)c1Br. Starting materials: B, COc1cc(C(=O)O)cc(OC)c1Br, C1CCOC1, CSC, O. Starting materials: CC(=O)O[BH-](OC(C)=O)OC(C)=O, ClCCl, NC(=O)c1ccc(OC2CCNCC2)nc1, [Na+], O=Cc1ccccn1. Product: NC(=O)c1ccc(OC2CCN(Cc3ccccn3)CC2)nc1. RXN SMILES: [C:17]([O:18][BH-:19]([O:20][C:21](=[O:22])[CH3:23])[O:24][C:25](=[O:26])[CH3:27])(=[O:28])[CH3:29].[Cl:39][CH2:40][Cl:41].[NH:1]1[CH2:2][CH2:3][CH:4]([O:7][c:8]2[n:9][cH:10][c:11]([C:12](=[O:13])[NH2:14])[cH:15][cH:16]2)[CH2:5][CH2:6]1.[Na+:30].[n:31]1[c:32]([CH:37]=[O:38])[cH:33][cH:34][cH:35][cH:36]1>>[N:1]1([CH2:37][c:32]2[n:31][cH:36][cH:35][cH:34][cH:33]2)[CH2:2][CH2:3][CH:4]([O:7][c:8]2[n:9][cH:10][c:11]([C:12](=[O:13])[NH2:14])[cH:15][cH:16]2)[CH2:5][CH2:6]1. The reactants are COC(=O)c1ccc(N(C)C(=O)CN(C)C(=O)C2CC(SC(C)=O)CN2)cc1, CN(C)c1ccncc1, ClCCl, O=C(O)C(F)(F)F, O=S(=O)(Cl)Cl, c1ccc(-c2ccccc2)cc1. Product: COC(=O)c1ccc(N(C)C(=O)CN(C)C(=O)C2CC(SC(C)=O)CN2S(=O)(=O)c2ccc(-c3ccccc3)cc2)cc1. As a reaction SMILES: [CH3:25][O:26][C:27]([c:28]1[cH:29][cH:30][c:31]([N:34]([CH3:35])[C:36]([CH2:37][N:38]([CH3:39])[C:40](=[O:41])[CH:42]2[NH:43][CH2:44][CH:45]([S:47][C:48]([CH3:49])=[O:50])[CH2:46]2)=[O:51])[cH:32][cH:33]1)=[O:52].[CH3:56][N:57]([c:58]1[cH:59][cH:60][n:61][cH:62][cH:63]1)[CH3:64].[Cl:53][CH2:54][Cl:55].[F:18][C:19]([F:20])([F:21])[C:22]([OH:23])=[O:24].[S:1](=[O:2])(=[O:3])([Cl:4])[Cl:5].[c:6]1(-[c:12]2[cH:13][cH:14][cH:15][cH:16][cH:17]2)[cH:7][cH:8][cH:9][cH:10][cH:11]1>>[S:1](=[O:2])(=[O:3])([c:9]1[cH:8][cH:7][c:6](-[c:12]2[cH:13][cH:14][cH:15][cH:16][cH:17]2)[cH:11][cH:10]1)[N:43]1[CH:42]([C:40]([N:38]([CH2:37][C:36]([N:34]([c:31]2[cH:30][cH:29][c:28]([C:27]([O:26][CH3:25])=[O:52])[cH:33][cH:32]2)[CH3:35])=[O:51])[CH3:39])=[O:41])[CH2:46][CH:45]([S:47][C:48]([CH3:49])=[O:50])[CH2:44]1.